Dataset: the Open Reaction Database (ORD), a public repository of structured organic reaction records. Task: describe an organic reaction: reactants, conditions, products, and yield Reactants: O=C(n1ccnc1)n1ccnc1, CN(C)CCCN, O=C(O)c1ccc(-c2nnc(CS(=O)(=O)CCCc3ccccc3)o2)cc1. Product: CN(C)CCCNC(=O)c1ccc(-c2nnc(CS(=O)(=O)CCCc3ccccc3)o2)cc1. As a reaction SMILES: [C:28]([n:29]1[cH:30][cH:31][n:32][cH:33]1)([n:34]1[cH:35][cH:36][n:37][cH:38]1)=[O:39].[CH3:40][N:41]([CH2:42][CH2:43][CH2:44][NH2:45])[CH3:46].[c:1]1([CH2:7][CH2:8][CH2:9][S:10](=[O:11])(=[O:12])[CH2:13][c:14]2[n:15][n:16][c:17](-[c:19]3[cH:20][cH:21][c:22]([C:23](=[O:24])[OH:25])[cH:26][cH:27]3)[o:18]2)[cH:2][cH:3][cH:4][cH:5][cH:6]1>>[c:1]1([CH2:7][CH2:8][CH2:9][S:10](=[O:11])(=[O:12])[CH2:13][c:14]2[n:15][n:16][c:17](-[c:19]3[cH:20][cH:21][c:22]([C:23](=[O:25])[NH:45][CH2:44][CH2:43][CH2:42][N:41]([CH3:40])[CH3:46])[cH:26][cH:27]3)[o:18]2)[cH:2][cH:3][cH:4][cH:5][cH:6]1. The reactants are C(=O)(Cl)Cl (phosgene), NC1=CC(=C(C=C1)CN1OCC(C1=O)(C)C)Cl (2-(4-amino-2-chlorophenyl)methyl-4,4-dimethyl-3-isoxazolidinone). The solvent is C1(=CC=CC=C1)C (toluene), O1CCCC1 (tetrahydrofuran). Reaction conditions: temperature 80 celsius, time 3 hour. Product: ClC1=C(C=CC(=C1)N=C=O)CN1OCC(C1=O)(C)C (2-(2-chloro-4-isocyanatophenyl)methyl-4,4-dimethyl-3-isoxazolidinone). The yield is 99.7%. Reaction SMILES: [C:1](Cl)(Cl)=[O:2].[NH2:5][C:6]1[CH:11]=[CH:10][C:9]([CH2:12][N:13]2[C:17](=[O:18])[C:16]([CH3:20])([CH3:19])[CH2:15][O:14]2)=[C:8]([Cl:21])[CH:7]=1>C1(C)C=CC=CC=1.O1CCCC1>[Cl:21][C:8]1[CH:7]=[C:6]([N:5]=[C:1]=[O:2])[CH:11]=[CH:10][C:9]=1[CH2:12][N:13]1[C:17](=[O:18])[C:16]([CH3:19])([CH3:20])[CH2:15][O:14]1. Reported procedure: To a stirred solution of 7.9 grams (0.08 mole) of phosgene in toluene was added dropwise a solution of 5.0 grams (0.02 mole) of 2-(4-amino-2-chlorophenyl)methyl-4,4-dimethyl-3-isoxazolidinone in tetrahydrofuran. Upon completion of addition the reaction mixture was warmed to 80° C. where it stirred for 3 hours. The reaction mixture was concentrated under reduced pressure to give 5.6 grams of 2-(2-chloro-4-isocyanatophenyl)methyl-4,4-dimethyl-3-isoxazolidinone as a residual solid.